From a dataset of the Open Reaction Database (ORD), a public repository of structured organic reaction records. describe an organic reaction: reactants, conditions, products, and yield The reactants are C1CCOC1, Clc1ccccc1-n1ncc2c(Cl)ncnc21, [H-], [Na+], O=C(O)CC(O)(CC(=O)O)C(=O)O, COC(=O)C(O)CCS(C)(=O)=O. Yields the product COC(=O)C(CCS(C)(=O)=O)Oc1ncnc2c1cnn2-c1ccccc1Cl. RXN SMILES: [CH2:45]1[O:46][CH2:47][CH2:48][CH2:49]1.[Cl:15][c:16]1[c:17]2[c:18]([n:19][cH:20][n:21]1)[n:22](-[c:25]1[c:26]([Cl:31])[cH:27][cH:28][cH:29][cH:30]1)[n:23][cH:24]2.[H-:1].[Na+:2].[OH:32][C:33]([CH2:34][C:35]([C:36](=[O:37])[OH:38])([CH2:39][C:40](=[O:41])[OH:42])[OH:43])=[O:44].[OH:3][CH:4]([C:5](=[O:6])[O:7][CH3:8])[CH2:9][CH2:10][S:11](=[O:12])(=[O:13])[CH3:14]>>[O:3]([CH:4]([C:5](=[O:6])[O:7][CH3:8])[CH2:9][CH2:10][S:11](=[O:12])(=[O:13])[CH3:14])[c:16]1[c:17]2[c:18]([n:19][cH:20][n:21]1)[n:22](-[c:25]1[c:26]([Cl:31])[cH:27][cH:28][cH:29][cH:30]1)[n:23][cH:24]2. Reactants: CC=1C=C(C2=NS(CCN2C1)(=O)=O)C1=CC=C(C=C1)OC1=CC=CC=C1 (7-methyl-9-(4-phenoxyphenyl)-3,4-dihydropyrido[2,1-c][1,2,4]thiadiazine 2,2-dioxide). Reagents/catalysts: [Pt](=O)=O (Platinum(IV) oxide), [Pt](=O)=O (Platinum(IV) oxide). The solvent is C1CCOC1 (THF), CO (MeOH). Run at temperature 50 celsius, time 8 hour. The product is CC1CC(C2=NS(CCN2C1)(=O)=O)C1=CC=C(C=C1)OC1=CC=CC=C1 (7-methyl-9-(4-phenoxyphenyl)-3,4,6,7,8,9-hexahydropyrido[2,1-c][1,2,4]thiadiazine 2,2-dioxide). Isolated yield 24.8%. Reaction SMILES: [CH3:1][C:2]1[CH:3]=[C:4]([C:14]2[CH:19]=[CH:18][C:17]([O:20][C:21]3[CH:26]=[CH:25][CH:24]=[CH:23][CH:22]=3)=[CH:16][CH:15]=2)[C:5]2[N:10]([CH:11]=1)[CH2:9][CH2:8][S:7](=[O:13])(=[O:12])[N:6]=2>C1COCC1.CO.[Pt](=O)=O>[CH3:1][CH:2]1[CH2:11][N:10]2[C:5](=[N:6][S:7](=[O:13])(=[O:12])[CH2:8][CH2:9]2)[CH:4]([C:14]2[CH:19]=[CH:18][C:17]([O:20][C:21]3[CH:26]=[CH:25][CH:24]=[CH:23][CH:22]=3)=[CH:16][CH:15]=2)[CH2:3]1. Reported procedure: To a suspension of NaH (60%, 229 mg) in THF (dry) (10 mL) was added 2-chloroethanesulfonyl chloride (0.361 mL) at 0° C. and the mixture was stirred for 5 min at the same temperature. A solution of 5-methyl-3-(4-phenoxyphenyl)pyridin-2-amine (316 mg) in THF (dry) (20 mL) was added at 0° C. and the mixture was stirred at room temperature for 30 min. The mixture was quenched with water. Water and EtOAc were added and the extracted organic layer was washed with brine. Silica-gel was added and the vo... Starting materials: CO, C=CC1(CC(=O)OCC)CC(C)(C)CC(C)(C)C1, Cl, [Na+], [OH-], O. Yields the product C=CC1(CC(=O)O)CC(C)(C)CC(C)(C)C1. Reaction SMILES: [CH3:23][OH:24].[CH3:3][C:4]1([CH3:20])[CH2:5][C:6]([CH:12]=[CH2:13])([CH2:14][C:15](=[O:16])[O:17][CH2:18][CH3:19])[CH2:7][C:8]([CH3:10])([CH3:11])[CH2:9]1.[ClH:22].[Na+:2].[OH-:1].[OH2:21]>>[CH3:3][C:4]1([CH3:20])[CH2:5][C:6]([CH:12]=[CH2:13])([CH2:14][C:15](=[O:16])[OH:17])[CH2:7][C:8]([CH3:10])([CH3:11])[CH2:9]1. The reactants are C(=O)([O-])[O-].[Na+].[Na+] (Na2CO3), BrC1=CN=C2C(=N1)C(=CN2S(=O)(=O)C2=CC=CC=C2)C2=CC(=NC(=C2)Cl)NC2CCCCC2 (4-(2-bromo-5-(phenylsulfonyl)-5H-pyrrolo[3,2-b]pyrazin-7-yl)-6-chloro-N-cyclohexylpyridin-2-amine), C1(=CC=CC=C1)B(O)O (phenylboronic acid), COCCOC.O.CCO (DME H2O EtOH). Reagents/catalysts: Cl[Pd]([P](C1=CC=CC=C1)(C2=CC=CC=C2)C3=CC=CC=C3)([P](C4=CC=CC=C4)(C5=CC=CC=C5)C6=CC=CC=C6)Cl (dichlorobis(triphenylphosphine)palladium). Solvent: CO (Methanol). Reaction conditions: temperature 150 celsius. Yields the product ClC1=CC(=CC(=N1)NC1CCCCC1)C1=CNC2=NC=C(N=C21)C2=CC=CC=C2 (6-chloro-N-cyclohexyl-4-(2-phenyl-5H-pyrrolo[2,3-b]pyrazin-7-yl)pyridin-2-amine). Reaction SMILES: Br[C:2]1[N:7]=[C:6]2[C:8]([C:20]3[CH:25]=[C:24]([Cl:26])[N:23]=[C:22]([NH:27][CH:28]4[CH2:33][CH2:32][CH2:31][CH2:30][CH2:29]4)[CH:21]=3)=[CH:9][N:10](S(C3C=CC=CC=3)(=O)=O)[C:5]2=[N:4][CH:3]=1.[C:34]1(B(O)O)[CH:39]=[CH:38][CH:37]=[CH:36][CH:35]=1.COCCOC.O.CCO.C([O-])([O-])=O.[Na+].[Na+]>Cl[Pd](Cl)([P](C1C=CC=CC=1)(C1C=CC=CC=1)C1C=CC=CC=1)[P](C1C=CC=CC=1)(C1C=CC=CC=1)C1C=CC=CC=1.CO>[Cl:26][C:24]1[N:23]=[C:22]([NH:27][CH:28]2[CH2:29][CH2:30][CH2:31][CH2:32][CH2:33]2)[CH:21]=[C:20]([C:8]2[C:6]3[C:5](=[N:4][CH:3]=[C:2]([C:34]4[CH:39]=[CH:38][CH:37]=[CH:36][CH:35]=4)[N:7]=3)[NH:10][CH:9]=2)[CH:25]=1 |f:2.3.4,5.6.7,^1:61,80|. Procedure details: A mixture of EXAMPLE 38A (40 mg, 0.073 mmol), phenylboronic acid (11 mg, 0.088 mmol) and dichlorobis(triphenylphosphine)palladium (II) (5 mg, 0.007 mmol) was suspended in a mixture of 7:3:2 DME/H2O/EtOH (3 mL). 0.073 mL of 2 M aqueous Na2CO3 solution was added, and the mixture was heated in a microwave reactor at 150° C. for 20 minutes. Methanol (2 mL) was then added. The slightly yellow solid material was collected by filtration, washed with methanol, water, methanol, and dried to give the titl... Starting materials: [Mg] (magnesium), C(CCCC)C1C=CC(CC1)=O (4-pentylcyclohexenone), Grignard reagent, BrC1=CC=C(C=C1)OC (p-bromoanisole), Grignard reagent, Cl (hydrochloric acid). The solvent is C(C)OCC (diethyl ether). Product: COC1=CC=C(C=C1)C1(CC=C(CC1)CCCCC)O (4-(4-methoxyphenyl)-4-hydroxy-1-pentylcyclohexene). Reaction SMILES: Br[C:2]1[CH:7]=[CH:6][C:5]([O:8][CH3:9])=[CH:4][CH:3]=1.[Mg].[CH2:11]([CH:16]1[CH2:21][CH2:20][C:19](=[O:22])[CH:18]=[CH:17]1)[CH2:12][CH2:13][CH2:14][CH3:15].Cl>C(OCC)C>[CH3:9][O:8][C:5]1[CH:6]=[CH:7][C:2]([C:19]2([OH:22])[CH2:20][CH2:21][C:16]([CH2:11][CH2:12][CH2:13][CH2:14][CH3:15])=[CH:17][CH2:18]2)=[CH:3][CH:4]=1. Reported procedure: A solution of 6.5 g of p-bromoanisole in 20 ml of anhydrous diethyl ether was added dropwise under stirring at 15°-20° C. to 1 g of magnesium metal powder, followed by reaction at room temperature for 1 hour so that a Grignard reagent was formed. After 5 g of 4-pentylcyclohexenone were added under stirring at -10° to 0° C. to the thus-formed Grignard reagent, they were reacted at room temperature for additional 1 hour. After the completion of the reaction, diluted hydrochloric acid was added dro... Starting materials: [OH-].[Na+] (sodium hydroxide), C(C)(=O)OCCN(C(=O)C1OC(OC1)(C)C)C=1C(=C(C(=C(C(=O)NCC(COC(C)=O)OC(C)=O)C1I)I)COC(C)=O)I (5-[N′-(2-Acetoxyethyl)-2,2-dimethyl-1,3-dioxolane-4-carboxamido]-3-acetoxymethyl-N-(2,3-diacetoxypropyl)-2,4,6-triiodobenzamide), O (water). The solvent is CO (methanol). Reaction conditions: time 20 minute. Product: OCCN(C=1C(=C(C(=C(C(=O)NCC(CO)O)C1I)I)CO)I)C(C(CO)O)=O (5-[N′-(2-Hydroxyethyl)-2,3-dihydroxypropionylamino]-3-hydroxymethyl-N-(2,3-dihydroxypropyl)-2,4,6-triiodobenzamide). Isolated yield 76.2%. As a reaction SMILES: C([O:4][CH2:5][CH2:6][N:7]([C:17]1[C:18]([I:44])=[C:19]([CH2:39][O:40]C(=O)C)[C:20]([I:38])=[C:21]([C:36]=1[I:37])[C:22]([NH:24][CH2:25][CH:26]([O:32]C(=O)C)[CH2:27][O:28]C(=O)C)=[O:23])[C:8]([CH:10]1[CH2:14][O:13]C(C)(C)[O:11]1)=[O:9])(=O)C.[OH-].[Na+].O>CO>[OH:4][CH2:5][CH2:6][N:7]([C:8](=[O:9])[CH:10]([OH:11])[CH2:14][OH:13])[C:17]1[C:18]([I:44])=[C:19]([CH2:39][OH:40])[C:20]([I:38])=[C:21]([C:36]=1[I:37])[C:22]([NH:24][CH2:25][CH:26]([OH:32])[CH2:27][OH:28])=[O:23] |f:1.2|. Procedure details: 5-[N′-(2-Acetoxyethyl)-2,2-dimethyl-1,3-dioxolane-4-carboxamido]-3-acetoxymethyl-N-(2,3-diacetoxypropyl)-2,4,6-triiodobenzamide (47 mg, 0.049 mmol) was dissolved in methanol (0.5 ml) and an aqueous solution of sodium hydroxide (2M, 0.25 ml) was added slowly followed by water (2 ml). After stirring at room temperature for 20 minutes, the reaction mixture was neutralized with a strongly acidic ion exchange resin. The resin was filtered off, and the filtrate acidified to pH=1 using hydrochloric aci... The reactants are CCCCP(CCCC)CCCC, CO, Cc1ccccc1, CCOC(C)=O, CC(C)OC(=O)N1CCCC(N(Cc2cc(C(F)(F)F)cc(C(F)(F)F)c2)c2nn[nH]n2)c2cc(Br)ccc21. The product is CC(C)OC(=O)N1CCCC(N(Cc2cc(C(F)(F)F)cc(C(F)(F)F)c2)c2nnn(C)n2)c2cc(Br)ccc21. Reaction SMILES: [CH2:1]([P:2]([CH2:3][CH2:4][CH2:5][CH3:6])[CH2:7][CH2:8][CH2:9][CH3:10])[CH2:11][CH2:12][CH3:13].[CH3:53][OH:54].[CH3:55][c:56]1[cH:57][cH:58][cH:59][cH:60][cH:61]1.[CH3:62][CH2:63][O:64][C:65](=[O:66])[CH3:67].[F:14][C:15]([c:16]1[cH:17][c:18]([CH2:19][N:20]([CH:21]2[c:22]3[c:23]([cH:34][cH:35][c:36]([Br:38])[cH:37]3)[N:24]([C:28](=[O:29])[O:30][CH:31]([CH3:32])[CH3:33])[CH2:25][CH2:26][CH2:27]2)[c:39]2[n:40][n:41][nH:42][n:43]2)[cH:44][c:45]([C:47]([F:48])([F:49])[F:50])[cH:46]1)([F:51])[F:52]>>[CH3:1][n:42]1[n:41][n:40][c:39]([N:20]([CH2:19][c:18]2[cH:17][c:16]([C:15]([F:14])([F:51])[F:52])[cH:46][c:45]([C:47]([F:48])([F:49])[F:50])[cH:44]2)[CH:21]2[c:22]3[c:23]([cH:34][cH:35][c:36]([Br:38])[cH:37]3)[N:24]([C:28](=[O:29])[O:30][CH:31]([CH3:32])[CH3:33])[CH2:25][CH2:26][CH2:27]2)[n:43]1.